Dataset: the Open Reaction Database (ORD), a public repository of structured organic reaction records. Task: describe an organic reaction: reactants, conditions, products, and yield Reactants: C([O-])([O-])=O.[K+].[K+] (potassium carbonate), C1(=CC=CC=C1)COC=1C(C=C(NC1)C(=O)O)=O (1,4-dihydro-5-(phenylmethoxy)-4-oxo-2-pyridinecarboxylic acid), C(C1=CC=CC=C1)Br (benzylbromide). The solvent is CN(C=O)C (N,N-dimethylformamide). Conditions: time 1 hour. Product: C1(=CC=CC=C1)COC1=CC(=NC=C1OCC1=CC=CC=C1)C(=O)OCC1=CC=CC=C1 (4,5-Bis(phenylmethoxy)-2-pyridinecarboxylic acid, phenylmethyl ester). RXN SMILES: C(=O)([O-])[O-].[K+].[K+].[C:7]1([CH2:13][O:14][C:15]2[C:16](=[O:24])[CH:17]=[C:18]([C:21]([OH:23])=[O:22])[NH:19][CH:20]=2)[CH:12]=[CH:11][CH:10]=[CH:9][CH:8]=1.[CH2:25](Br)[C:26]1[CH:31]=[CH:30][CH:29]=[CH:28][CH:27]=1>CN(C)C=O>[C:26]1([CH2:25][O:24][C:16]2[C:15]([O:14][CH2:13][C:7]3[CH:12]=[CH:11][CH:10]=[CH:9][CH:8]=3)=[CH:20][N:19]=[C:18]([C:21]([O:23][CH2:13][C:7]3[CH:12]=[CH:11][CH:10]=[CH:9][CH:8]=3)=[O:22])[CH:17]=2)[CH:31]=[CH:30][CH:29]=[CH:28][CH:27]=1 |f:0.1.2|. Reported procedure: 21.5 g (156 mmol) of potassium carbonate was added to a suspension of 29.4 g (120 mmol) of 1,4-dihydro-5-(phenylmethoxy)-4-oxo-2-pyridinecarboxylic acid in 350 ml of N,N-dimethylformamide (DMF) and stirred for 1 hour at room temperature. 31 ml (264 mmol) of benzylbromide was added and the mixture was heated at 100° C. under stirring for 25 hours. After cooling to room temperature, the DMF was distilled off in vacuo and the residue triturated with ethyl acetate with short heating to 60° C. 40 g o...